From a dataset of the Open Reaction Database (ORD), a public repository of structured organic reaction records. describe an organic reaction: reactants, conditions, products, and yield Reactants: C(CCCCCCCCCCC)(=O)Cl (lauroyl chloride), [OH-].[Na+] (sodium hydroxide), [OH-].[Na+] (sodium hydroxide), NCCCCCC(=O)O (6-aminocaproic acid), C(CCCCCCCCCCC)(=O)Cl (lauroyl chloride), O (water), C(CCCCCCCCCCC)(=O)Cl (lauroyl chloride). Solvent: CCOCC (ether), CCOCC (ether). The product is C(CCCCCCCCCCC)(=O)NCCCCCC(=O)O (N-lauroyl-6-aminocaproic acid). The yield is 90.2%. Reaction SMILES: [OH-].[Na+].[NH2:3][CH2:4][CH2:5][CH2:6][CH2:7][CH2:8][C:9]([OH:11])=[O:10].[C:12](Cl)(=[O:24])[CH2:13][CH2:14][CH2:15][CH2:16][CH2:17][CH2:18][CH2:19][CH2:20][CH2:21][CH2:22][CH3:23].O>CCOCC>[C:12]([NH:3][CH2:4][CH2:5][CH2:6][CH2:7][CH2:8][C:9]([OH:11])=[O:10])(=[O:24])[CH2:13][CH2:14][CH2:15][CH2:16][CH2:17][CH2:18][CH2:19][CH2:20][CH2:21][CH2:22][CH3:23] |f:0.1|. Procedure: A one L beaker was charged with 250 mL of 1N sodium hydroxide solution (0.25 mol) and 32.8 g (0.25 mol) of 6-aminocaproic acid. The resulting solution was cooled in an ice bath and, with stirring, a solution of lauroyl chloride (54.7 g, 0.25 mol) in 100 mL ether was added dropwise while maintaining the pH of the stirred solution between 10 and 12 by addition of 10% sodium hydroxide solution. Addition of the lauroyl chloride required 45 min. During this period the reaction mixture became thick wi... Reactants: N(=[N+]=[N-])C(C(=O)OCC)=CC1=CC=2CC3=CC=CC=C3C2C=C1 (Ethyl 2-azido-3-fluoren-2-ylacrylate). The solvent is C1(=CC=CC=C1)C (toluene). Product: N1C(=CC2=CC3=C(C=C12)C1=CC=CC=C1C3)C(=O)OCC (Ethyl 1,5-dihydroindeno[2,1-f]indole-2-carboxylate). RXN SMILES: [N:1]([C:4](=[CH:10][C:11]1[CH:23]=[CH:22][C:21]2[C:20]3[C:15](=[CH:16][CH:17]=[CH:18][CH:19]=3)[CH2:14][C:13]=2[CH:12]=1)[C:5]([O:7][CH2:8][CH3:9])=[O:6])=[N+]=[N-]>C1(C)C=CC=CC=1>[NH:1]1[C:23]2[C:11](=[CH:12][C:13]3[CH2:14][C:15]4[C:20](=[CH:19][CH:18]=[CH:17][CH:16]=4)[C:21]=3[CH:22]=2)[CH:10]=[C:4]1[C:5]([O:7][CH2:8][CH3:9])=[O:6]. Procedure: Ethyl 2-azido-3-fluoren-2-ylacrylate suspended in dry toluene was heated at reflux for 1 h, and the resulting solution was then evaporated to dryness in vacuo. The resulting mixture of ethyl 1,5-dihydroindino[2,1-f]indole-2-carboxylate and ethyl 1,10-dihydroindino[1,2-g]-indole-2-carboxylate was crystallised from ethanol, thus removing most of the [1,2 g] isomer and leaving the title compound (contained with approximately 30% of the [1,2-g]isomer) in the mother liquors which were evaporated to d...